From a dataset of the Open Reaction Database (ORD), a public repository of structured organic reaction records. describe an organic reaction: reactants, conditions, products, and yield Starting materials: N#N (N2), C(C)(C)(C)OC(N(C(=O)C=1N=COC1C1=CC=CC=C1)C=1N=C(OC1)CCCCC(C)=O)=O ([2-(5-oxo-hexyl)-oxazol-4-yl]-(5-phenyl-oxazole-4-carbonyl)-carbamic acid tert-butyl ester), FC(C(=O)O)(F)F (trifluoroacetic acid). The solvent is C(Cl)Cl (CH2Cl2). Conditions: time 16 hour. Product: O=C(CCCCC=1OC=C(N1)NC(=O)C=1N=COC1C1=CC=CC=C1)C (5-Phenyl-oxazole-4-carboxylic acid [2-(5-oxo-hexyl)-oxazol-4-yl]-amide). RXN SMILES: N#N.C(OC(=O)[N:9]([C:23]1[N:24]=[C:25]([CH2:28][CH2:29][CH2:30][CH2:31][C:32](=[O:34])[CH3:33])[O:26][CH:27]=1)[C:10]([C:12]1[N:13]=[CH:14][O:15][C:16]=1[C:17]1[CH:22]=[CH:21][CH:20]=[CH:19][CH:18]=1)=[O:11])(C)(C)C.FC(F)(F)C(O)=O>C(Cl)Cl>[O:34]=[C:32]([CH3:33])[CH2:31][CH2:30][CH2:29][CH2:28][C:25]1[O:26][CH:27]=[C:23]([NH:9][C:10]([C:12]2[N:13]=[CH:14][O:15][C:16]=2[C:17]2[CH:22]=[CH:21][CH:20]=[CH:19][CH:18]=2)=[O:11])[N:24]=1. Reported procedure: In a flame dried round-bottomed flask equipped with a magnetic stir bar and under inert atmosphere (N2), a solution of [2-(5-oxo-hexyl)-oxazol-4-yl]-(5-phenyl-oxazole-4-carbonyl)-carbamic acid tert-butyl ester (31 mg, 0.06 mmol) in dry CH2Cl2 (1.0 mL) was treated at 0° C. with trifluoroacetic acid (0.05 mL, 0.64 mmol). After stirring at rt for 16 h, the reaction mixture was quenched with sat. aq. NaHCO3, extracted with CH2Cl2 (3×10 mL) and the combined org. extracts were dried over Na2SO4, filte... Starting materials: S([O-])(O)=O.[Na+] (sodium bisulfite), FC1=CC=C2C=CNC2=C1 (6-fluoro indole). Solvent: O (water), C(C)O (ethanol). The product is FC1=CC=C2C=C(NC2=C1)S(=O)(=O)[O-].[Na+] (Sodium 6-Fluoro-1H-indole-2-sulfonate). The yield is 29.5%. As a reaction SMILES: [S:1](=[O:4])([OH:3])[O-:2].[Na+:5].[F:6][C:7]1[CH:15]=[C:14]2[C:10]([CH:11]=[CH:12][NH:13]2)=[CH:9][CH:8]=1>O.C(O)C>[F:6][C:7]1[CH:15]=[C:14]2[C:10]([CH:11]=[C:12]([S:1]([O-:3])(=[O:2])=[O:4])[NH:13]2)=[CH:9][CH:8]=1.[Na+:5] |f:0.1,5.6|. Procedure details: To a solution of 23.4 g sodium bisulfite in 80 ml water a solution of 13.5 g 6-fluoro indole in ethanol is added drop wise. The obtained suspension is stirred at room temperature over night. The precipitate is filtered and washed with cold water, cold methanol and diethyl ether. 7.0 g (29%) of the title compound are obtained as a colourless solid. The reactants are C1(CCC1)N(C(C1=C(C=CC(=C1)OC1=C(C=C(C=C1C)[N+](=O)[O-])C)O)=O)C (N-cyclobutyl-5-(2,6-dimethyl-4-nitro-phenoxy)-2-hydroxy-N-methyl-benzamide). Solvent: CO (Methanol). Conditions: time 2 hour. Yields the product NC1=CC(=C(OC=2C=CC(=C(C(=O)N(C)C3CCC3)C2)O)C(=C1)C)C (5-(4-Amino-2,6-dimethyl-phenoxy)-N-cyclobutyl-2-hydroxy-N-methyl-benzamide). RXN SMILES: [CH:1]1([N:5]([CH3:27])[C:6](=[O:26])[C:7]2[CH:12]=[C:11]([O:13][C:14]3[C:19]([CH3:20])=[CH:18][C:17]([N+:21]([O-])=O)=[CH:16][C:15]=3[CH3:24])[CH:10]=[CH:9][C:8]=2[OH:25])[CH2:4][CH2:3][CH2:2]1>CO>[NH2:21][C:17]1[CH:18]=[C:19]([CH3:20])[C:14]([O:13][C:11]2[CH:10]=[CH:9][C:8]([OH:25])=[C:7]([CH:12]=2)[C:6]([N:5]([CH:1]2[CH2:2][CH2:3][CH2:4]2)[CH3:27])=[O:26])=[C:15]([CH3:24])[CH:16]=1. Procedure: 5-(4-Amino-2,6-dimethyl-phenoxy)-N-cyclobutyl-2-hydroxy-N-methyl-benzamide was prepared from N-cyclobutyl-5-(2,6-dimethyl-4-nitro-phenoxy)-2-hydroxy-N-methyl-benzamide according to a procedure analogous to that described in EXAMPLE 4, Step A. Methanol was used instead of ethanol as a co-solvent. The reaction mixture was hydrogenated for 2 hours. Then, the mixture was filtered through Celite® and concentrated, and the title product of Step F was used in the next step without purification. MS (APC... The reactants are C(C)OC(=O)CC1=CC=C(C=C1)NC(C(COS(=O)(=O)C)NS(=O)(=O)C1=CC=C(C=C1)F)=O ((RS)-N-(4-(ethoxycarbonylmethyl)phenyl)-2-(4-fluorobenzene-sulfonylamino)-3-methanesulfonyloxypropanamide), C1(=CC=CC=C1)O (phenol). The product is C(C)OC(=O)CC1=CC=C(C=C1)NC(C(COC1=CC=CC=C1)NS(=O)(=O)C1=CC=C(C=C1)F)=O ((RS)-N-(4-(ethoxycarbonylmethyl)phenyl)-2-(4-fluorobenzenesulfonylamino)-3-phenoxypropanamide). Yield: 80.4%. Reaction SMILES: [CH2:1]([O:3][C:4]([CH2:6][C:7]1[CH:12]=[CH:11][C:10]([NH:13][C:14](=[O:33])[CH:15]([NH:22][S:23]([C:26]2[CH:31]=[CH:30][C:29]([F:32])=[CH:28][CH:27]=2)(=[O:25])=[O:24])[CH2:16][O:17]S(C)(=O)=O)=[CH:9][CH:8]=1)=[O:5])[CH3:2].[C:34]1(O)[CH:39]=[CH:38][CH:37]=[CH:36][CH:35]=1>>[CH2:1]([O:3][C:4]([CH2:6][C:7]1[CH:12]=[CH:11][C:10]([NH:13][C:14](=[O:33])[CH:15]([NH:22][S:23]([C:26]2[CH:31]=[CH:30][C:29]([F:32])=[CH:28][CH:27]=2)(=[O:25])=[O:24])[CH2:16][O:17][C:34]2[CH:39]=[CH:38][CH:37]=[CH:36][CH:35]=2)=[CH:9][CH:8]=1)=[O:5])[CH3:2]. Procedure: The procedure described in Example 125 was repeated, except that (RS)-N-(4-(ethoxycarbonylmethyl)phenyl)-2-(4-fluorobenzene-sulfonylamino)-3-methanesulfonyloxypropanamide (500 mg) was reacted with phenol (187 mg) to obtain (RS)-N-(4-(ethoxycarbonylmethyl)phenyl)-2-(4-fluorobenzenesulfonylamino)-3-phenoxypropanamide (400.58 mg). Yields the product Brc1ccc2cc(-c3cnc(C4CCCN4)[nH]3)ccc2c1. Reaction SMILES: [C:1]([O:2][C:3](=[O:4])[N:8]1[CH:9]([c:13]2[nH:14][c:15](-[c:18]3[cH:19][c:20]4[cH:21][cH:22][c:23]([Br:28])[cH:24][c:25]4[cH:26][cH:27]3)[cH:16][n:17]2)[CH2:10][CH2:11][CH2:12]1)([CH3:5])([CH3:6])[CH3:7].[Cl:36][CH2:37][Cl:38].[OH:29][C:30]([C:31]([F:32])([F:33])[F:34])=[O:35]>>[NH:8]1[CH:9]([c:13]2[nH:14][c:15](-[c:18]3[cH:19][c:20]4[cH:21][cH:22][c:23]([Br:28])[cH:24][c:25]4[cH:26][cH:27]3)[cH:16][n:17]2)[CH2:10][CH2:11][CH2:12]1. The reactants are CC(C)(C)OC(=O)N1CCCC1c1ncc(-c2ccc3cc(Br)ccc3c2)[nH]1, ClCCl, O=C(O)C(F)(F)F. Reactants: Cl.C(C)(=O)OC=1C=CC2=C(SC(=C2C(C2=CC=C(C=C2)OCCN2CCCC2)=O)C2=CC=C(C=C2)OC(C)=O)C1 (6-acetoxy-2-(4-acetoxyphenyl)-3-[4-(2-pyrrolidinoethoxy) benzoyl]benzo[B]thiophene, hydrochloride), [OH-].[Na+] (sodium hydroxide). Solvent: CO (methanol). Run at time 2 hour. Product: OC=1C=CC2=C(SC(=C2C(C2=CC=C(C=C2)OCCN2CCCC2)=O)C2=CC=C(C=C2)O)C1 (6-hydroxy-2-(4-hydroxyphenyl)-3-[4-(2-pyrrolidinoethoxy)benzoyl]benzo[B]thiophene). As a reaction SMILES: Cl.C([O:5][C:6]1[CH:7]=[CH:8][C:9]2[C:13]([C:14](=[O:29])[C:15]3[CH:20]=[CH:19][C:18]([O:21][CH2:22][CH2:23][N:24]4[CH2:28][CH2:27][CH2:26][CH2:25]4)=[CH:17][CH:16]=3)=[C:12]([C:30]3[CH:35]=[CH:34][C:33]([O:36]C(=O)C)=[CH:32][CH:31]=3)[S:11][C:10]=2[CH:40]=1)(=O)C.[OH-].[Na+]>CO>[OH:5][C:6]1[CH:7]=[CH:8][C:9]2[C:13]([C:14](=[O:29])[C:15]3[CH:16]=[CH:17][C:18]([O:21][CH2:22][CH2:23][N:24]4[CH2:25][CH2:26][CH2:27][CH2:28]4)=[CH:19][CH:20]=3)=[C:12]([C:30]3[CH:31]=[CH:32][C:33]([OH:36])=[CH:34][CH:35]=3)[S:11][C:10]=2[CH:40]=1 |f:0.1,2.3|. Procedure details: The yellow oil obtained from Example 4 above was dissolved in 700 ml of methanol, and 100 ml. of 5 sodium hydroxide was added. The mixture was stirred for 2 hours at ambient temperature, and then the solvent was removed under vacuum. The residue was dissolved in 500 ml. of water and was washed with two 500 ml portions of diethyl ether. The water layer was acidified to pH 2 with cold methanesulfonic acid, was diluted to about 3 liters, and was washed again with two 1 liter portions of diethyl eth... Reaction SMILES: [Br:18][c:19]1[cH:20][c:21]([OH:25])[cH:22][cH:23][cH:24]1.[Br:1][CH2:2][c:3]1[cH:4][c:5]([CH:6]=[O:7])[cH:8][cH:9][cH:10]1.[CH3:28][N:29]([CH3:30])[CH:31]=[O:32].[H-:26].[Na+:27].[O-:11][c:12]1[cH:13][cH:14][cH:15][cH:16][cH:17]1.[O:33]1[CH2:34][CH2:35][CH2:36][CH2:37]1>>[CH2:2]([c:3]1[cH:4][c:5]([CH:6]=[O:7])[cH:8][cH:9][cH:10]1)[O:25][c:21]1[cH:20][c:19]([Br:18])[cH:24][cH:23][cH:22]1. The reactants are Oc1cccc(Br)c1, O=Cc1cccc(CBr)c1, CN(C)C=O, [H-], [Na+], [O-]c1ccccc1, C1CCOC1. Yields the product O=Cc1cccc(COc2cccc(Br)c2)c1.